This data is from the Open Reaction Database (ORD), a public repository of structured organic reaction records. The task is: describe an organic reaction: reactants, conditions, products, and yield Starting materials: COC=1C=C(C=CC1OC)CCN(C(CCC1=CC=C(C=C1)O)=O)C (N-[2-(3,4-dimethoxyphenyl)ethyl]-3-(4-hydroxyphenyl)-N-methylpropanamide), COC(C1=C(C=CC=C1)CBr)=O (2-bromomethyl-benzoic acid methyl ester), C(=O)([O-])[O-].[K+].[K+] (potassium carbonate, anhydrous). Run in C(C)#N (acetonitrile). Yields the product COC=1C=C(C=CC1OC)CCN(C(CCC1=CC=C(OCC2=C(C(=O)OC)C=CC=C2)C=C1)=O)C (Methyl 2-[(4-{3-[[2-(3,4-dimethoxyphenyl)ethyl](methyl)amino]-3-oxopropyl}phenoxy)methyl]benzoate). The yield is 60.6%. RXN SMILES: [CH3:1][O:2][C:3]1[CH:4]=[C:5]([CH2:11][CH2:12][N:13]([CH3:25])[C:14](=[O:24])[CH2:15][CH2:16][C:17]2[CH:22]=[CH:21][C:20]([OH:23])=[CH:19][CH:18]=2)[CH:6]=[CH:7][C:8]=1[O:9][CH3:10].[CH3:26][O:27][C:28](=[O:37])[C:29]1[CH:34]=[CH:33][CH:32]=[CH:31][C:30]=1[CH2:35]Br.C([O-])([O-])=O.[K+].[K+]>C(#N)C>[CH3:1][O:2][C:3]1[CH:4]=[C:5]([CH2:11][CH2:12][N:13]([CH3:25])[C:14](=[O:24])[CH2:15][CH2:16][C:17]2[CH:22]=[CH:21][C:20]([O:23][CH2:35][C:30]3[CH:31]=[CH:32][CH:33]=[CH:34][C:29]=3[C:28]([O:27][CH3:26])=[O:37])=[CH:19][CH:18]=2)[CH:6]=[CH:7][C:8]=1[O:9][CH3:10] |f:2.3.4|. Reported procedure: N-[2-(3,4-dimethoxyphenyl)ethyl]-3-(4-hydroxyphenyl)-N-methylpropanamide (198 mg, 0.577 mmol), 2-bromomethyl-benzoic acid methyl ester (139 mg, 0.605 mmol) and potassium carbonate, anhydrous (120 mg, 0.864 mmol) were mixed in acetonitrile (15 ml). The mixture was heated to reflux overnight and then evaporated to dry. Water and ethyl acetate were added and the two phases were separated. The organic phase was dried (magnesium sulphate) and evaporated. Chromatography of the residue on a column (ISO... Reactants: C(C1=CC=CC=C1)OC1=C(C=C(C=C1)CCCCC(C(=O)OCC)O)OC (ethyl 6-(4-benzyloxy-3-methoxyphenyl)-2-hydroxyhexanoate), [O-]C#N.[K+] (potassium cyanate). Solvent: C(CCC)O (butanol). Conditions: time 72 hour. Yields the product C(C1=CC=CC=C1)OC1=C(C=C(C=C1)CCCCC1C(NC(O1)=O)=O)OC (5-[4-(4-benzyloxy-3-methoxyphenyl)butyl]-2,4-oxazolidinedione). The yield is 74.3%. As a reaction SMILES: [CH2:1]([O:8][C:9]1[CH:14]=[CH:13][C:12]([CH2:15][CH2:16][CH2:17][CH2:18][CH:19]([OH:25])[C:20]([O:22]CC)=O)=[CH:11][C:10]=1[O:26][CH3:27])[C:2]1[CH:7]=[CH:6][CH:5]=[CH:4][CH:3]=1.[O-:28][C:29]#[N:30].[K+]>C(O)CCC>[CH2:1]([O:8][C:9]1[CH:14]=[CH:13][C:12]([CH2:15][CH2:16][CH2:17][CH2:18][CH:19]2[O:25][C:29](=[O:28])[NH:30][C:20]2=[O:22])=[CH:11][C:10]=1[O:26][CH3:27])[C:2]1[CH:3]=[CH:4][CH:5]=[CH:6][CH:7]=1 |f:1.2|. Reported procedure: A mixture of ethyl 6-(4-benzyloxy-3-methoxyphenyl)-2-hydroxyhexanoate (15.22 g), potassium cyanate (KCNO) (13.26 g) and butanol (180 ml) was stirred for 72 hours under reflux. The reaction mixture was concentrated under reduced pressure. The residue was poured into water, which was acidified with 2N HCl, followed by extraction with ethyl acetate. The ethyl acetate layer was washed with water, dried (MgSO4), followed by distilling off the solvent. The residual oily product was subjected to column...